This data is from the Open Reaction Database (ORD), a public repository of structured organic reaction records. The task is: describe an organic reaction: reactants, conditions, products, and yield Starting materials: CC(=O)Nc1nc(C)cs1, CC(C)(C)P(C(C)(C)C)C(C)(C)C, CC(=O)[O-], CC(=O)[O-], CS(C)=O, O=S(=O)(Nc1cncc(Cl)n1)c1ccccc1, [Cs+], [F-], [Pd+2]. Yields the product CC(=O)Nc1nc(C)c(-c2cncc(NS(=O)(=O)c3ccccc3)n2)s1. Reaction SMILES: [C:1]([CH3:2])(=[O:3])[NH:4][c:5]1[s:6][cH:7][c:8]([CH3:10])[n:9]1.[C:30]([P:31]([C:32]([CH3:33])([CH3:34])[CH3:35])[C:36]([CH3:37])([CH3:38])[CH3:39])([CH3:40])([CH3:41])[CH3:42].[C:43]([O-:44])(=[O:45])[CH3:46].[C:48]([O-:49])(=[O:50])[CH3:51].[CH3:52][S:53]([CH3:54])=[O:55].[Cl:11][c:12]1[cH:13][n:14][cH:15][c:16]([NH:18][S:19](=[O:20])(=[O:21])[c:22]2[cH:23][cH:24][cH:25][cH:26][cH:27]2)[n:17]1.[Cs+:29].[F-:28].[Pd+2:47]>>[C:1]([CH3:2])(=[O:3])[NH:4][c:5]1[s:6][c:7](-[c:12]2[cH:13][n:14][cH:15][c:16]([NH:18][S:19](=[O:20])(=[O:21])[c:22]3[cH:23][cH:24][cH:25][cH:26][cH:27]3)[n:17]2)[c:8]([CH3:10])[n:9]1. The reactants are C1CCNC1, Cn1ccnc1C1c2n[nH]c(=O)c3cccc(c23)NC1c1ccc(C=O)cc1, CC(=O)O, CC#N. Product: Cn1ccnc1C1c2n[nH]c(=O)c3cccc(c23)NC1c1ccc(CN2CCCC2)cc1. Reaction SMILES: [CH2:33]1[CH2:34][CH2:35][NH:36][CH2:37]1.[CH3:1][n:2]1[c:3]([CH:7]2[CH:8]([c:21]3[cH:22][cH:23][c:24]([CH:25]=[O:26])[cH:27][cH:28]3)[NH:9][c:10]3[c:11]4[c:12]2[n:13][nH:14][c:15](=[O:20])[c:16]4[cH:17][cH:18][cH:19]3)[n:4][cH:5][cH:6]1.[CH3:29][C:30](=[O:31])[OH:32].[CH3:38][C:39]#[N:40]>>[CH3:1][n:2]1[c:3]([CH:7]2[CH:8]([c:21]3[cH:22][cH:23][c:24]([CH2:25][N:36]4[CH2:35][CH2:34][CH2:33][CH2:37]4)[cH:27][cH:28]3)[NH:9][c:10]3[c:11]4[c:12]2[n:13][nH:14][c:15](=[O:20])[c:16]4[cH:17][cH:18][cH:19]3)[n:4][cH:5][cH:6]1. The product is C(C1=CC=CC=C1)N(C=1C=C2C(=CN1)NC(=C2)C(C)=O)CC2=CC=CC=C2 (1-[5-(dibenzylamino)-1H-pyrrolo[2,3-c]pyridin-2-yl]ethanone). Reagents/catalysts: [O-2].[O-2].[Mn+4] (manganese dioxide). Reported procedure: 1-[5-(Dibenzylamino)-1H-pyrrolo[2,3-c]pyridin-2-yl]ethanol (Example 53) was oxidized using manganese dioxide to provide 1-[5-(dibenzylamino)-1H-pyrrolo[2,3-c]pyridin-2-yl]ethanone following the procedure described for Example 139 using tetrahydrofuran as a solvent. Purification by Biotage chromatography provided 1-[5-(dibenzylamino)-1H-pyrrolo[2,3-c]pyridin-2-yl]ethanone (200 mg, 40%) as a yellow solid: 1H NMR (300 MHz, CD3OD) δ2.54 (3H, s), 4.76 (4H, s), 6.67 (1H, s), 6.97 (1H, s), 7.12-7.30 (1... Reaction SMILES: [CH2:1]([N:8]([CH2:21][C:22]1[CH:27]=[CH:26][CH:25]=[CH:24][CH:23]=1)[C:9]1[CH:10]=[C:11]2[CH:17]=[C:16]([CH:18]([OH:20])[CH3:19])[NH:15][C:12]2=[CH:13][N:14]=1)[C:2]1[CH:7]=[CH:6][CH:5]=[CH:4][CH:3]=1>[O-2].[O-2].[Mn+4]>[CH2:21]([N:8]([CH2:1][C:2]1[CH:7]=[CH:6][CH:5]=[CH:4][CH:3]=1)[C:9]1[CH:10]=[C:11]2[CH:17]=[C:16]([C:18](=[O:20])[CH3:19])[NH:15][C:12]2=[CH:13][N:14]=1)[C:22]1[CH:23]=[CH:24][CH:25]=[CH:26][CH:27]=1 |f:1.2.3|. The reactants are C(C1=CC=CC=C1)N(C=1C=C2C(=CN1)NC(=C2)C(C)O)CC2=CC=CC=C2 (1-[5-(dibenzylamino)-1H-pyrrolo[2,3-c]pyridin-2-yl]ethanol). Reactants: C(C1=CC=CC=C1)OC(=O)NC=1C(=NC2=CC(=CC=C2C1)C=C)C(=O)NC=1C=NC=CC1N1C[C@H]([C@H]([C@H](C1)C)NC(OC)=O)NC(OC(C)(C)C)=O (tert-butyl methyl [(3R,4S,5S)-1-(3-{[(3-{[(benzyloxy)carbonyl]amino}-7-vinylquinolin-2-yl)carbonyl]amino}pyridin-4-yl)-5-methylpiperidine-3,4-diyl]biscarbamate). The reagents and catalysts are [Pd] (Pd on carbon). Solvent: CO (MeOH). Run at time 1 hour. Product: N[C@@H]1CN(C[C@@H]([C@@H]1NC(OC)=O)C)C1=C(C=NC=C1)NC(=O)C1=NC2=CC(=CC=C2C=C1N)CC (Methyl [(3R,4S,5S)-3-amino-1-(3-{[(3-amino-7-ethylquinolin-2-yl)carbonyl]amino}pyridin-4-yl)-5-methylpiperidin-4-yl]carbamate). Yield: 72.5%. Reaction SMILES: C(OC([NH:11][C:12]1[C:13]([C:24]([NH:26][C:27]2[CH:28]=[N:29][CH:30]=[CH:31][C:32]=2[N:33]2[CH2:38][C@H:37]([CH3:39])[C@H:36]([NH:40][C:41](=[O:44])[O:42][CH3:43])[C@H:35]([NH:45]C(=O)OC(C)(C)C)[CH2:34]2)=[O:25])=[N:14][C:15]2[C:20]([CH:21]=1)=[CH:19][CH:18]=[C:17]([CH:22]=[CH2:23])[CH:16]=2)=O)C1C=CC=CC=1>CO.[Pd]>[NH2:45][C@H:35]1[C@@H:36]([NH:40][C:41](=[O:44])[O:42][CH3:43])[C@@H:37]([CH3:39])[CH2:38][N:33]([C:32]2[CH:31]=[CH:30][N:29]=[CH:28][C:27]=2[NH:26][C:24]([C:13]2[C:12]([NH2:11])=[CH:21][C:20]3[C:15](=[CH:16][C:17]([CH2:22][CH3:23])=[CH:18][CH:19]=3)[N:14]=2)=[O:25])[CH2:34]1. Procedure: To a solution of tert-butyl methyl [(3R,4S,5S)-1-(3-{[(3-{[(benzyloxy)carbonyl]amino}-7-vinylquinolin-2-yl)carbonyl]amino}pyridin-4-yl)-5-methylpiperidine-3,4-diyl]biscarbamate (92 mg, 0.13 mmol) in MeOH (4.0 mL), 10% Pd on carbon (21 mg) was added. The reaction mixture was deoxygenated under reduced pressure and hydrogen was introduced via a balloon. The reaction mixture was stirred at room temperature under hydrogen for 1 h. The mixture was then filtered and concentrated under reduced pressure... Starting materials: [Na] (sodium), Cl.NCCS (2-aminoethanethiol hydrochloride), C(=C)C1=NC=CC=C1 (2-ethenylpyridine). The solvent is C(C)O (ethanol). Run at time 1.5 hour. Product: Cl.Cl.N1=C(C=CC=C1)CCSCCN (2-[[2-(2-Pyridinyl)ethyl]thio]ethanamine dihydrochloride). Isolated yield 46.4%. Reaction SMILES: [Na].[ClH:2].[NH2:3][CH2:4][CH2:5][SH:6].[CH:7]([C:9]1[CH:14]=[CH:13][CH:12]=[CH:11][N:10]=1)=[CH2:8]>C(O)C>[ClH:2].[ClH:2].[N:10]1[CH:11]=[CH:12][CH:13]=[CH:14][C:9]=1[CH2:7][CH2:8][S:6][CH2:5][CH2:4][NH2:3] |f:1.2,5.6.7,^1:0|. Procedure details: To a solution of sodium (9.2 g) in ethanol (300 ml) at 5° was added 2-aminoethanethiol hydrochloride (24 g). The solution was stirred at 5°-10° for 1.5 hr, 2-ethenylpyridine (20 g) was added and the mixture refluxed for 16 hr. The cooled mixture was filtered, the filtrate evaporated to dryness and the residue extracted with ether. Excess ethereal hydrogen chloride was added and the gummy precipitate crystallised from methanol-isopropanol to give the title compound (12.5 g) m.p. 151°-154°. The product is O=Cc1ccc(CCOCc2ccccc2)cc1. Reactants: [Li]CCCC, Brc1ccc(CCOCc2ccccc2)cc1, CN(C)C=O, [Cl-], [NH4+], C1CCOC1. RXN SMILES: [CH2:18]([Li:19])[CH2:20][CH2:21][CH3:22].[CH2:1]([c:2]1[cH:3][cH:4][cH:5][cH:6][cH:7]1)[O:8][CH2:9][CH2:10][c:11]1[cH:12][cH:13][c:14]([Br:17])[cH:15][cH:16]1.[CH3:23][N:24]([CH:25]=[O:26])[CH3:27].[Cl-:28].[NH4+:29].[O:30]1[CH2:31][CH2:32][CH2:33][CH2:34]1>>[CH2:1]([c:2]1[cH:3][cH:4][cH:5][cH:6][cH:7]1)[O:8][CH2:9][CH2:10][c:11]1[cH:12][cH:13][c:14]([CH:25]=[O:26])[cH:15][cH:16]1. RXN SMILES: [Cl:1][C:2]1[CH:10]=[CH:9][CH:8]=[C:7]2[C:3]=1[CH:4]=[CH:5][N:6]2[CH:11]([C:15]1[CH:20]=[CH:19][CH:18]=[CH:17][CH:16]=1)[CH2:12][CH2:13]Cl.[CH3:21][NH2:22]>>[Cl:1][C:2]1[CH:10]=[CH:9][CH:8]=[C:7]2[C:3]=1[CH:4]=[CH:5][N:6]2[C@H:11]([C:15]1[CH:20]=[CH:19][CH:18]=[CH:17][CH:16]=1)[CH2:12][CH2:13][NH:22][CH3:21]. Procedure details: 4-chloro-1-(3-chloro-1-phenyl-propyl)-1H-indole (0.228 g) was reacted with methylamine following the procedure of step 3 of Example 11 to afford 0.135 g of (S)-[3-(4Chloro-indol-1-yl)-3-phenyl-propyl]-methyl-amine, (M+H=300). The reactants are ClC1=C2C=CN(C2=CC=C1)C(CCCl)C1=CC=CC=C1 (4-chloro-1-(3-chloro-1-phenyl-propyl)-1H-indole), CN (methylamine). The product is ClC1=C2C=CN(C2=CC=C1)[C@@H](CCNC)C1=CC=CC=C1 ((S)-[3-(4Chloro-indol-1-yl)-3-phenyl-propyl]-methyl-amine).